From a dataset of the Open Reaction Database (ORD), a public repository of structured organic reaction records. describe an organic reaction: reactants, conditions, products, and yield Starting materials: C(#N)C1=C2CN(C(C2=CC=C1)=O)C(C(=O)OC(C)(C)C)CCC(N)=O (tert-butyl 2-(4-cyano-1-oxoisoindolin-2-yl)-4-carbamoylbutanoate), FC(C(=O)O)(F)F (trifluoroacetic acid). Conditions: time 2 hour. The product is C(#N)C1=C2CN(C(C2=CC=C1)=O)C(C(=O)O)CCC(N)=O (2-(4-cyano-1-oxoisoindolin-2-yl)-4-carbamoylbutanoic acid). Yield: 88.5%. Reaction SMILES: [C:1]([C:3]1[CH:11]=[CH:10][CH:9]=[C:8]2[C:4]=1[CH2:5][N:6]([CH:13]([CH2:21][CH2:22][C:23](=[O:25])[NH2:24])[C:14]([O:16]C(C)(C)C)=[O:15])[C:7]2=[O:12])#[N:2].FC(F)(F)C(O)=O>>[C:1]([C:3]1[CH:11]=[CH:10][CH:9]=[C:8]2[C:4]=1[CH2:5][N:6]([CH:13]([CH2:21][CH2:22][C:23](=[O:25])[NH2:24])[C:14]([OH:16])=[O:15])[C:7]2=[O:12])#[N:2]. Reported procedure: A mixture of tert-butyl 2-(4-cyano-1-oxoisoindolin-2-yl)-4-carbamoylbutanoate (1.0 g, 2.91 mmol) and trifluoroacetic acid (5 mL) was stirred for 2 hours. The mixture was concentrated and the residue was crystallized from ether (15 mL) to give 2-(4-cyano-1-oxoisoindolin-2-yl)-4-carbamoylbutanoic acid (0.74 g, 89%) as a white solid: 1H NMR (DMSO-d6) δ 13.12 (b, 1H), 8.12 (d, J=7.6 Hz, 1H), 8.03 (d, J=7.6 Hz, 1H), 7.73 (t, J=7.6 Hz, 1H), 7.23 (s, 1H), 6.76 (s, 1H), 4.80–4.62 (m, 3H), 2.32–2.09 (m, ... Starting materials: [Br-], O=C(O)CCCCCCCCCC[P+](c1ccccc1)(c1ccccc1)c1ccccc1, C1CCOC1, O=Cc1ccccc1. Yields the product O=C(O)CCCCCCCCCC=Cc1ccccc1. As a reaction SMILES: [Br-:1].[C:2](=[O:3])([OH:4])[CH2:5][CH2:6][CH2:7][CH2:8][CH2:9][CH2:10][CH2:11][CH2:12][CH2:13][CH2:14][P+:15]([c:16]1[cH:17][cH:18][cH:19][cH:20][cH:21]1)([c:22]1[cH:23][cH:24][cH:25][cH:26][cH:27]1)[c:28]1[cH:29][cH:30][cH:31][cH:32][cH:33]1.[CH2:42]1[O:43][CH2:44][CH2:45][CH2:46]1.[CH:34](=[O:35])[c:36]1[cH:37][cH:38][cH:39][cH:40][cH:41]1>>[C:2](=[O:3])([OH:4])[CH2:5][CH2:6][CH2:7][CH2:8][CH2:9][CH2:10][CH2:11][CH2:12][CH2:13][CH:14]=[CH:34][c:36]1[cH:37][cH:38][cH:39][cH:40][cH:41]1. Starting materials: C1CCOC1, CO, [Na+], [OH-], COC(=O)Cc1ccc2nc(Nc3cccc4ccccc34)oc2c1F. Product: O=C(O)Cc1ccc2nc(Nc3cccc4ccccc34)oc2c1F. RXN SMILES: [CH2:29]1[O:30][CH2:31][CH2:32][CH2:33]1.[CH3:34][OH:35].[Na+:28].[OH-:27].[c:1]1([NH:11][c:12]2[o:13][c:14]3[c:15]([n:16]2)[cH:17][cH:18][c:19]([CH2:22][C:23](=[O:24])[O:25][CH3:26])[c:20]3[F:21])[cH:2][cH:3][cH:4][c:5]2[cH:6][cH:7][cH:8][cH:9][c:10]12>>[c:1]1([NH:11][c:12]2[o:13][c:14]3[c:15]([n:16]2)[cH:17][cH:18][c:19]([CH2:22][C:23](=[O:24])[OH:25])[c:20]3[F:21])[cH:2][cH:3][cH:4][c:5]2[cH:6][cH:7][cH:8][cH:9][c:10]12.